From a dataset of the Open Reaction Database (ORD), a public repository of structured organic reaction records. describe an organic reaction: reactants, conditions, products, and yield Starting materials: [Mg] (magnesium), CCOCC (ether), ClC1=C(C#N)C=CC(=C1)Cl (2,4-dichlorobenzonitrile), CCOCC (ether), CC1=CC=C(CBr)C=C1 (4-methylbenzyl bromide), CCOCC (ether). Conditions: temperature 40 celsius, time 6 hour. The product is ClC1=C(C=CC(=C1)Cl)C(CC1=CC=C(C=C1)C)=O (1-(2,4-Dichlorophenyl)-2-(4-methylphenyl)ethanone). Reaction SMILES: [Mg].[CH3:2][C:3]1[CH:10]=[CH:9][C:6]([CH2:7]Br)=[CH:5][CH:4]=1.[Cl:11][C:12]1[CH:19]=[C:18]([Cl:20])[CH:17]=[CH:16][C:13]=1[C:14]#N.CC[O:23]CC>>[Cl:11][C:12]1[CH:19]=[C:18]([Cl:20])[CH:17]=[CH:16][C:13]=1[C:14](=[O:23])[CH2:7][C:6]1[CH:9]=[CH:10][C:3]([CH3:2])=[CH:4][CH:5]=1. Reported procedure: To an oven-dried three-neck round bottom flask fitted with a condenser and addition funnel charged flushed with nitrogen was added magnesium (2.82 g; 116 mmol) and anhydrous ether (100 mL). A solution of 4-methylbenzyl bromide (12.91 g; 69.7 mmol) in ether (50 mL) was added dropwise via the addition funnel at room temperature. After the addition, the reaction mixture was heated at 40° C. for 2 hours. The reaction mixture was allowed to cool to room temperature and was cannulated to another dried... The reactants are OC1=CC=C(C(=O)N(C2=C(C=CC(=C2)OC)C2CC=3C=CC(=CC3CC2)OC(C(C)(C)C)=O)C(C)C)C=C1 (pivalic acid 6-{2-[(4-hydroxybenzoyl)isopropylamino]-4-methoxyphenyl}-5,6,7,8tetrahydronaphthalen-2-yl ester), N1(CCCCCCC1)C(CCl)=O (1-azocan-1-yl-2-chloroethanone). The product is N1(CCCCCCC1)CCOC1=CC=C(CN(C2=C(C=CC(=C2)OC)C2CC=3C=CC(=CC3CC2)O)C(C)C)C=C1 (6-{2-{[4-(2-Azocan-1-ylethoxy)benzyl]isopropylamino}-4-methoxyphenyl}-5,6,7,8-tetrahydronaphthalen-2-ol). Yield: 61.7%. Reaction SMILES: [OH:1][C:2]1[CH:38]=[CH:37][C:5]([C:6]([N:8]([CH:34]([CH3:36])[CH3:35])[C:9]2[CH:14]=[C:13]([O:15][CH3:16])[CH:12]=[CH:11][C:10]=2[CH:17]2[CH2:26][CH2:25][C:24]3[CH:23]=[C:22]([O:27]C(=O)C(C)(C)C)[CH:21]=[CH:20][C:19]=3[CH2:18]2)=O)=[CH:4][CH:3]=1.[N:39]1([C:47](=O)[CH2:48]Cl)[CH2:46][CH2:45][CH2:44][CH2:43][CH2:42][CH2:41][CH2:40]1>>[N:39]1([CH2:47][CH2:48][O:1][C:2]2[CH:3]=[CH:4][C:5]([CH2:6][N:8]([CH:34]([CH3:36])[CH3:35])[C:9]3[CH:14]=[C:13]([O:15][CH3:16])[CH:12]=[CH:11][C:10]=3[CH:17]3[CH2:26][CH2:25][C:24]4[CH:23]=[C:22]([OH:27])[CH:21]=[CH:20][C:19]=4[CH2:18]3)=[CH:37][CH:38]=2)[CH2:46][CH2:45][CH2:44][CH2:43][CH2:42][CH2:41][CH2:40]1. Reported procedure: Synthesized from pivalic acid 6-{2-[(4-hydroxybenzoyl)isopropylamino]-4-methoxyphenyl}-5,6,7,8tetrahydronaphthalen-2-yl ester (30 mg) and 1-azocan-1-yl-2-chloroethanone (22 mg) according to an analogous synthetic method to Example 404 and purified by LC-MS, the title compound (20 mg) was obtained. Reactants: ClCC1=[N+](C2=CC(=C(C=C2C(=C1C(=O)OCC)C1=CC(=C(C=C1)OC)OC)OC)OC)[O-] (ethyl 2-chloromethyl-4-(3,4-dimethoxyphenyl)-6,7-dimethoxyquinoline-3-carboxylate 1-oxide), C(C)NCC (diethylamine). Product: C(C)N(CC)CC1=[N+](C2=CC(=C(C=C2C(=C1C(=O)OCC)C1=CC(=C(C=C1)OC)OC)OC)OC)[O-] (ethyl 2-(N,N-diethylaminomethyl)-4-(3,4-dimethoxyphenyl)-6,7-dimethoxyquinoline-3-carboxylate 1-oxide). RXN SMILES: Cl[CH2:2][C:3]1[C:12]([C:13]([O:15][CH2:16][CH3:17])=[O:14])=[C:11]([C:18]2[CH:23]=[CH:22][C:21]([O:24][CH3:25])=[C:20]([O:26][CH3:27])[CH:19]=2)[C:10]2[C:5](=[CH:6][C:7]([O:30][CH3:31])=[C:8]([O:28][CH3:29])[CH:9]=2)[N+:4]=1[O-:32].[CH2:33]([NH:35][CH2:36][CH3:37])[CH3:34]>>[CH2:33]([N:35]([CH2:2][C:3]1[C:12]([C:13]([O:15][CH2:16][CH3:17])=[O:14])=[C:11]([C:18]2[CH:23]=[CH:22][C:21]([O:24][CH3:25])=[C:20]([O:26][CH3:27])[CH:19]=2)[C:10]2[C:5](=[CH:6][C:7]([O:30][CH3:31])=[C:8]([O:28][CH3:29])[CH:9]=2)[N+:4]=1[O-:32])[CH2:36][CH3:37])[CH3:34]. Procedure details: According to the same manner as that described in Example 33, ethyl 2-chloromethyl-4-(3,4-dimethoxyphenyl)-6,7-dimethoxyquinoline-3-carboxylate 1-oxide was reacted with diethylamine to give ethyl 2-(N,N-diethylaminomethyl)-4-(3,4-dimethoxyphenyl)-6,7-dimethoxyquinoline-3-carboxylate 1-oxide. This compound was recrystallized from ethanol. Colorless prisms, mp. 143°-144° C. The reactants are O=C([O-])O, CCC1(C)CC(OCc2ccccc2)C(C)C(C)(CC)N1, O=CO, [Na+]. The product is CCC1(C)CC(OCc2ccccc2)C(C)C(C)(CC)N1C. RXN SMILES: [C:22](=[O:23])([OH:24])[O-:25].[CH2:1]([c:2]1[cH:3][cH:4][cH:5][cH:6][cH:7]1)[O:8][CH:9]1[CH:10]([CH3:21])[C:11]([CH3:18])([CH2:19][CH3:20])[NH:12][C:13]([CH3:15])([CH2:16][CH3:17])[CH2:14]1.[CH:27]([OH:28])=[O:29].[Na+:26]>>[CH2:1]([c:2]1[cH:3][cH:4][cH:5][cH:6][cH:7]1)[O:8][CH:9]1[CH:10]([CH3:21])[C:11]([CH3:18])([CH2:19][CH3:20])[N:12]([CH3:22])[C:13]([CH3:15])([CH2:16][CH3:17])[CH2:14]1.